describe an organic reaction: reactants, conditions, products, and yield From a dataset of the Open Reaction Database (ORD), a public repository of structured organic reaction records. Starting materials: ClC=1OC(=CC(C1)=O)N1CCOCC1 (2-Chloro-6-morpholin-4-yl-pyran-4-one), N#N (N2), COC(=O)C=1C=C(C=CC1)B(O)O ((3-methoxycarbonylphenyl) boronic acid), C([O-])([O-])=O.[K+].[K+] (potassium carbonate). The reagents and catalysts are C=1C=CC(=CC1)[P](C=2C=CC=CC2)(C=3C=CC=CC3)[Pd]([P](C=4C=CC=CC4)(C=5C=CC=CC5)C=6C=CC=CC6)([P](C=7C=CC=CC7)(C=8C=CC=CC8)C=9C=CC=CC9)[P](C=1C=CC=CC1)(C=1C=CC=CC1)C=1C=CC=CC1 (Pd(PPh3)4). Solvent: O1CCOCC1 (dioxane). Conditions: temperature 90 celsius. Product: COC(C1=CC(=CC=C1)C=1OC(=CC(C1)=O)N1CCOCC1)=O (3-(6-Morpholin-4-yl-4-oxo-4H-pyran-2-yl)-benzoic acid methyl ester). Isolated yield 46.5%. Reaction SMILES: Cl[C:2]1[O:3][C:4]([N:9]2[CH2:14][CH2:13][O:12][CH2:11][CH2:10]2)=[CH:5][C:6](=[O:8])[CH:7]=1.[CH3:15][O:16][C:17]([C:19]1[CH:20]=[C:21](B(O)O)[CH:22]=[CH:23][CH:24]=1)=[O:18].C(=O)([O-])[O-].[K+].[K+].N#N>O1CCOCC1.C1C=CC([P]([Pd]([P](C2C=CC=CC=2)(C2C=CC=CC=2)C2C=CC=CC=2)([P](C2C=CC=CC=2)(C2C=CC=CC=2)C2C=CC=CC=2)[P](C2C=CC=CC=2)(C2C=CC=CC=2)C2C=CC=CC=2)(C2C=CC=CC=2)C2C=CC=CC=2)=CC=1>[CH3:15][O:16][C:17](=[O:18])[C:19]1[CH:20]=[CH:21][CH:22]=[C:23]([C:2]2[O:3][C:4]([N:9]3[CH2:14][CH2:13][O:12][CH2:11][CH2:10]3)=[CH:5][C:6](=[O:8])[CH:7]=2)[CH:24]=1 |f:2.3.4,^1:45,47,66,85|. Procedure details: 2-Chloro-6-morpholin-4-yl-pyran-4-one (7.98 g, 37 mmol), (3-methoxycarbonylphenyl) boronic acid (8.01 g, 44.5 mmol), and ground potassium carbonate (11.23 g, 81.40 mmol) were suspended in dioxane (50 ml) and degassed (sonication for 5 min then saturated with N2). Pd(PPh3)4 (2.13 g, 1.85 mmol) was then added and the reaction mixture was then heated at 90° C. for 24 hrs under a vigorous stirring and a N2 atmosphere. The solvent were removed in vacuo and the residue was then suspended in water 50 m...